This data is from the Open Reaction Database (ORD), a public repository of structured organic reaction records. The task is: describe an organic reaction: reactants, conditions, products, and yield Starting materials: CO (MeOH), CO (MeOH), Cl (HCl), COC=1C(C2C3C=CC(C2C(C1)=O)C3)=O (1,4,4a, 8a-Tetrahydro-6-methoxy-1,4-methanonaphthalene-5,8-dione), C(=O)([O-])[O-].[Na+].[Na+] (Na2CO3). Run in C(Cl)(Cl)Cl (CHCl3). Conditions: time 15 minute. The product is COC1=C(C=2C3C=CC(C2C(=C1)O)C3)O (1,4-Dihydro-6-methoxy-1,4-methanonaphthalene-5,8-diol). Isolated yield 88.5%. Reaction SMILES: CO.[CH3:3][O:4][C:5]1[C:6](=[O:17])[CH:7]2[CH:12]([C:13](=[O:15])[CH:14]=1)[CH:11]1[CH2:16][CH:8]2[CH:9]=[CH:10]1.C([O-])([O-])=O.[Na+].[Na+].Cl>C(Cl)(Cl)Cl>[CH3:3][O:4][C:5]1[CH:14]=[C:13]([OH:15])[C:12]2[CH:11]3[CH2:16][CH:8]([CH:9]=[CH:10]3)[C:7]=2[C:6]=1[OH:17] |f:2.3.4|. Procedure details: To stirred MeOH (65 mL), which had been purged with N2 for 5 min, there was added 1,4,4a,8a-tetrahydro-6-methoxy-1,4-methanonaphthalene-5,8-dione (47, 1.50 g, 7.30 mmol) to give a solution. Solid Na2CO3 (2.02 g, 14.6 mmol) was then added under N2. The resulting light green suspension was allowed to stir under N2 for 15 min at rt. TLC analysis (10% MeOH, 90% CHCl3) indicated total consumption of the organic starting material. While still under N2, the reaction was diluted with H2O (20 mL). The pH... Product: COCC(=O)Nc1cc(Oc2ccc([N+](=O)[O-])cc2)ccn1. As a reaction SMILES: [CH3:27][O:28][CH2:29][C:30](=[O:31])[Cl:32].[CH:18]([N:19]([CH2:20][CH3:21])[CH:22]([CH3:23])[CH3:24])([CH3:25])[CH3:26].[Cl:33][CH2:34][Cl:35].[N+:1](=[O:2])([O-:3])[c:4]1[cH:5][cH:6][c:7]([O:8][c:9]2[cH:10][c:11]([NH2:15])[n:12][cH:13][cH:14]2)[cH:16][cH:17]1>>[N+:1](=[O:2])([O-:3])[c:4]1[cH:5][cH:6][c:7]([O:8][c:9]2[cH:10][c:11]([NH:15][C:30]([CH2:29][O:28][CH3:27])=[O:31])[n:12][cH:13][cH:14]2)[cH:16][cH:17]1. Reactants: COCC(=O)Cl, CCN(C(C)C)C(C)C, ClCCl, Nc1cc(Oc2ccc([N+](=O)[O-])cc2)ccn1. Starting materials: solid, BrC1=CC(=CC=2C=C3N(C12)CCCNC3=O)C (7-bromo-9-methyl-2,3,4,5-tetrahydro-[1,4]diazepino[1,2-a]indol-1-one), BrC1=CC(=CC=2C=C3N(C12)CCCNC3=O)C (7-bromo-9-methyl-2,3,4,5-tetrahydro-[1,4]diazepino[1,2-a]indol-1-one), COC1=CC=C(C=C1)B(O)O (4-methoxy-phenylboronic acid). The product is COC1=CC=C(C=C1)C1=CC(=CC=2C=C3N(C12)CCCNC3=O)C (7-(4-Methoxy-phenyl)-9-methyl-2,3,4,5-tetrahydro-[1,4]diazepino[1,2-a]indol-1-one). As a reaction SMILES: Br[C:2]1[C:10]2[N:9]3[CH2:11][CH2:12][CH2:13][NH:14][C:15](=[O:16])[C:8]3=[CH:7][C:6]=2[CH:5]=[C:4]([CH3:17])[CH:3]=1.[CH3:18][O:19][C:20]1[CH:25]=[CH:24][C:23](B(O)O)=[CH:22][CH:21]=1>>[CH3:18][O:19][C:20]1[CH:25]=[CH:24][C:23]([C:2]2[C:10]3[N:9]4[CH2:11][CH2:12][CH2:13][NH:14][C:15](=[O:16])[C:8]4=[CH:7][C:6]=3[CH:5]=[C:4]([CH3:17])[CH:3]=2)=[CH:22][CH:21]=1. Reported procedure: The title compound, off-white solid (33 mg, 60%), MS (ISP) m/z=321.5 [(M+H)+], mp 208° C., was prepared in accordance with the general method of example 1 from 7-bromo-9-methyl-2,3,4,5-tetrahydro-[1,4]diazepino[1,2-a]indol-1-one (intermediate 11) (50 mg, 0.17 mmol) and commercially available 4-methoxy-phenylboronic acid (33.7 mg, 0.22 mmol).